describe an organic reaction: reactants, conditions, products, and yield From a dataset of the Open Reaction Database (ORD), a public repository of structured organic reaction records. Reactants: ClC=1C=C(CN)C=CC1Cl (3,4-dichlorobenzylamine), COC(C1=CC=C(C=C1)C=1N=C(C2=C(N1)SC(=C2)[N+](=O)[O-])Cl)=O (4-(4-chloro-6-nitro-thieno-[2,3-d]-pyrimidin-2-yl)-benzoic acid methylester). Product: COC(C1=CC=C(C=C1)C=1N=C(C2=C(N1)SC(=C2)[N+](=O)[O-])NCC2=CC(=C(C=C2)Cl)Cl)=O (4-[4-(3,4-dichlorobenzylamino)-6-nitro-thieno-[2,3-d]-pyrimidin-2-yl]-benzoic acid methylester). RXN SMILES: [Cl:1][C:2]1[CH:3]=[C:4]([CH:7]=[CH:8][C:9]=1[Cl:10])[CH2:5][NH2:6].[CH3:11][O:12][C:13](=[O:33])[C:14]1[CH:19]=[CH:18][C:17]([C:20]2[N:21]=[C:22](Cl)[C:23]3[CH:28]=[C:27]([N+:29]([O-:31])=[O:30])[S:26][C:24]=3[N:25]=2)=[CH:16][CH:15]=1>>[CH3:11][O:12][C:13](=[O:33])[C:14]1[CH:19]=[CH:18][C:17]([C:20]2[N:21]=[C:22]([NH:6][CH2:5][C:4]3[CH:7]=[CH:8][C:9]([Cl:10])=[C:2]([Cl:1])[CH:3]=3)[C:23]3[CH:28]=[C:27]([N+:29]([O-:31])=[O:30])[S:26][C:24]=3[N:25]=2)=[CH:16][CH:15]=1. Reported procedure: The reaction procedure as above wherein 3,4-dichlorobenzylamine is reacted with 4-(4-chloro-6-nitro-thieno-[2,3-d]-pyrimidin-2-yl)-benzoic acid methylester yields 4-[4-(3,4-dichlorobenzylamino)-6-nitro-thieno-[2,3-d]-pyrimidin-2-yl]-benzoic acid methylester. Starting materials: C([O-])(O)=O.[Na+] (sodium bicarbonate), CN1CCC(CC1)CC=O (1-methyl-4 (formylmethyl)piperidine), Cl.C(C)OC(=O)CC1=CC=C(C=C1)NN (4-(ethoxycarbonylmethyl)phenyl hydrazine hydrochloride), Polyphosphoric acid. Solvent: CO.O (methanol water). Product: C(=O)(OC)CC=1C=C2C(=CNC2=CC1)C1CCN(CC1)C (4-[5-carbomethoxymethyl-1H-indol-3-yl]N-methylpiperidine). The yield is 39.3%. As a reaction SMILES: [CH3:1][N:2]1[CH2:7][CH2:6][CH:5]([CH2:8][CH:9]=O)[CH2:4][CH2:3]1.Cl.[CH2:12]([O:14][C:15]([CH2:17][C:18]1[CH:23]=[CH:22][C:21]([NH:24]N)=[CH:20][CH:19]=1)=[O:16])C.C(=O)(O)[O-].[Na+]>CO.O>[C:15]([CH2:17][C:18]1[CH:23]=[C:22]2[C:21](=[CH:20][CH:19]=1)[NH:24][CH:9]=[C:8]2[CH:5]1[CH2:4][CH2:3][N:2]([CH3:1])[CH2:7][CH2:6]1)([O:14][CH3:12])=[O:16] |f:1.2,3.4,5.6|. Procedure details: A solution of 1-methyl-4 (formylmethyl)piperidine (2.3 g, 16 mmol) and 4-(ethoxycarbonylmethyl)phenyl hydrazine hydrochloride (3.7 g, 16 mmol) in methanol:water (20:1) (25 ml) was stirred at room temperature for 1 hour. Polyphosphoric acid (7 g) was then added and the mixture heated at reflux for 5 hours, under nitrogen. The mixture was then cooled to ambient temperature, basified with saturated sodium bicarbonate to pH9, and extracted with dichloromethane (2×20 ml). The organic phases were comb...